From a dataset of the Open Reaction Database (ORD), a public repository of structured organic reaction records. describe an organic reaction: reactants, conditions, products, and yield The reactants are N1=C(C=NC=C1)C=C1N=C2N(C3=C(NC2=O)C=2C=CC=CC2C3)C1 (2-pyrazinylmethylene-5H,10H-imidazo[1,2-a]indeno[1,2-e]pyrazin-4-one), CN(C=O)C (dimethylformamide), CO (methanol), [H][H] (hydrogen). Reagents/catalysts: [Pd] (palladium on charcoal). Run in C(C)(=O)O (acetic acid). Product: N1=C(C=NC=C1)CC1C=2C=CC=CC2C=2NC(C=3N(C21)C=CN3)=O (10-(2-pyrazinylmethyl)-5H,10H-imidazo[1,2-a]-indeno[1,2-e]pyrazin-4-one). RXN SMILES: N1C=CN=CC=1C=[C:8]1[CH2:24][N:11]2[C:12]3[CH2:23][C:22]4[CH:21]=[CH:20][CH:19]=[CH:18][C:17]=4[C:13]=3[NH:14][C:15](=[O:16])[C:10]2=[N:9]1.C[N:26]([CH3:29])[CH:27]=O.CO.[H][H]>[Pd].C(O)(=O)C>[N:9]1[CH:10]=[CH:29][N:26]=[CH:27][C:8]=1[CH2:24][CH:23]1[C:12]2[N:11]3[CH:24]=[CH:8][N:9]=[C:10]3[C:15](=[O:16])[NH:14][C:13]=2[C:17]2[CH:18]=[CH:19][CH:20]=[CH:21][C:22]1=2. Procedure details: A mixture of 3.2 g of 10-(2-pyrazinylmethylene-5H,10H-imidazo[1,2-a]indeno[1,2-e]pyrazin-4-one, 250 ml of dimethylformamide, 50 ml of methanol and 5 ml of acetic acid is hydrogenated at a temperature in the region of 20° C. and a pressure of 1.8 bar of hydrogen, in the presence of 10% palladium on charcoal for 18 hours. The catalyst is filtered off under inert atmosphere and the filtrate is concentrated on a rotary evaporator. On addition of 200 ml of methanol a precipitate is formed which, afte... As a reaction SMILES: Cl[C:2]1[CH:7]=[CH:6][C:5]([CH2:8][O:9][CH3:10])=[CH:4][N:3]=1.O.[NH2:12][NH2:13]>C(O)C>[NH:12]([C:2]1[CH:7]=[CH:6][C:5]([CH2:8][O:9][CH3:10])=[CH:4][N:3]=1)[NH2:13] |f:1.2|. The solvent is C(C)O (ethanol). Reported procedure: 2.2 g (14.0 mmol) of the compound from Example 12A are initially charged in 10 ml of ethanol. 7.0 g (140.0 mmol) of hydrazine hydrate are added, and the mixture is stirred under reflux for 16 h. The reaction mixture is then reacted again in a single-mode microwave oven (CEM Explorer) at 150° C. for 2 h. The mixture is then concentrated on a rotary evaporator, taken up in ethyl acetate, washed once with saturated sodium bicarbonate solution, dried over magnesium sulfate and concentrated again, an... Product: N(N)C1=NC=C(C=C1)COC (2-Hydrazino-5-(methoxymethyl)pyridine). Reactants: ClC1=NC=C(C=C1)COC (2-Chloro-5-(methoxymethyl)pyridine), O.NN (hydrazine hydrate). Reactants: ice water, S(=O)(O)[O-].[Na+] (sodium hydrogen sulfite), S(O)(O)(=O)=O (sulfuric acid), CC(CO)CCCCCC ((-)-2-methyloctanol), [Mn](=O)(=O)(=O)[O-].[K+] (potassium permanganate), Cl (hydrochloric acid). Solvent: O (water). The product is CC(C(=O)O)CCCCCC ((+)-2-methyl octanoic acid). The yield is 65.8%. As a reaction SMILES: S(=O)(=O)(O)O.[CH3:6][CH:7]([CH2:10][CH2:11][CH2:12][CH2:13][CH2:14][CH3:15])[CH2:8][OH:9].[Mn]([O-])(=O)(=O)=[O:17].[K+].S([O-])(O)=O.[Na+].Cl>O>[CH3:6][CH:7]([CH2:10][CH2:11][CH2:12][CH2:13][CH2:14][CH3:15])[C:8]([OH:17])=[O:9] |f:2.3,4.5|. Procedure details: After 46.4 g of concentrated sulfuric acid and 21.2 g (147 mmol) of (-)-2-methyloctanol were added to 330 ml of water, 63.4 g (401 mmol) of potassium permanganate was added dropwise over 7.3 hours while the reaction temperature was held at 21°~28° C. The thus obtained reaction mixture was poured into 270 ml of ice water, added with 52 g of sodium hydrogen sulfite, adjusted to pH of not more than 1 with hydrochloric acid, extracted with ether and then extracted with a 10% aqueous solution of sodi... As a reaction SMILES: [Br:1][c:2]1[cH:3][c:4](-[c:8]2[c:9]([O:14][CH3:15])[cH:10][cH:11][cH:12][cH:13]2)[cH:5][cH:6][cH:7]1.[CH2:16]([Li:17])[CH2:18][CH2:19][CH3:20].[CH2:21]([c:22]1[cH:23][cH:24][cH:25][cH:26][cH:27]1)[O:28][c:29]1[c:30]([C:39](=[O:40])[c:41]2[cH:42][cH:43][cH:44][cH:45][cH:46]2)[cH:31][cH:32][cH:33][c:34]1[C:35]([CH3:36])([CH3:37])[CH3:38].[Cl-:47].[NH4+:48].[O:49]1[CH2:50][CH2:51][CH2:52][CH2:53]1>>[c:2]1([C:39]([c:30]2[c:29]([O:28][CH2:21][c:22]3[cH:23][cH:24][cH:25][cH:26][cH:27]3)[c:34]([C:35]([CH3:36])([CH3:37])[CH3:38])[cH:33][cH:32][cH:31]2)([OH:40])[c:41]2[cH:42][cH:43][cH:44][cH:45][cH:46]2)[cH:3][c:4](-[c:8]2[c:9]([O:14][CH3:15])[cH:10][cH:11][cH:12][cH:13]2)[cH:5][cH:6][cH:7]1. The reactants are COc1ccccc1-c1cccc(Br)c1, [Li]CCCC, CC(C)(C)c1cccc(C(=O)c2ccccc2)c1OCc1ccccc1, [Cl-], [NH4+], C1CCOC1. Yields the product COc1ccccc1-c1cccc(C(O)(c2ccccc2)c2cccc(C(C)(C)C)c2OCc2ccccc2)c1. Starting materials: O=C([O-])[O-], CO, CCOC(C)=O, CCCS(=O)(=O)Nc1ccc(F)c(C(=O)Nc2cnc3c(c2)c(C2CCC2)cn3S(=O)(=O)c2ccccc2)c1F, [K+], [K+]. The product is CCCS(=O)(=O)Nc1ccc(F)c(C(=O)Nc2cnc3[nH]cc(C4CCC4)c3c2)c1F. Reaction SMILES: [C:41](=[O:42])([O-:43])[O-:44].[CH3:47][OH:48].[CH3:49][CH2:50][O:51][C:52]([CH3:53])=[O:54].[CH:1]1([c:5]2[cH:6][n:7]([S:32]([c:33]3[cH:34][cH:35][cH:36][cH:37][cH:38]3)(=[O:39])=[O:40])[c:8]3[n:9][cH:10][c:11]([NH:14][C:15]([c:16]4[c:17]([F:30])[c:18]([NH:23][S:24](=[O:25])(=[O:26])[CH2:27][CH2:28][CH3:29])[cH:19][cH:20][c:21]4[F:22])=[O:31])[cH:12][c:13]23)[CH2:2][CH2:3][CH2:4]1.[K+:45].[K+:46]>>[CH:1]1([c:5]2[cH:6][nH:7][c:8]3[n:9][cH:10][c:11]([NH:14][C:15]([c:16]4[c:17]([F:30])[c:18]([NH:23][S:24](=[O:25])(=[O:26])[CH2:27][CH2:28][CH3:29])[cH:19][cH:20][c:21]4[F:22])=[O:31])[cH:12][c:13]23)[CH2:2][CH2:3][CH2:4]1. Reactants: CC(C)(C)c1cc(N)on1, [Cl-], ClCCl, O=C(O)CCl, c1ccncc1. The product is CC(C)(C)c1cc(NC(=O)CCl)on1. As a reaction SMILES: [C:7]([CH3:8])([CH3:9])([CH3:10])[c:11]1[n:12][o:13][c:14]([NH2:16])[cH:15]1.[Cl-:1].[Cl:23][CH2:24][Cl:25].[Cl:2][CH2:3][C:4](=[O:5])[OH:6].[cH:17]1[cH:18][cH:19][n:20][cH:21][cH:22]1>>[Cl:2][CH2:3][C:4](=[O:6])[NH:16][c:14]1[o:13][n:12][c:11]([C:7]([CH3:8])([CH3:9])[CH3:10])[cH:15]1. Starting materials: CS(C)=O, [Cl-], CCOC(=O)C(C(=O)OCC)c1ncccc1Cl, [Na+], O. The product is CCOC(=O)Cc1ncccc1Cl. Reaction SMILES: [CH3:19][S:20](=[O:21])[CH3:22].[Cl-:24].[Cl:1][c:2]1[c:3]([CH:8]([C:9](=[O:10])[O:11][CH2:12][CH3:13])[C:14]([O:15][CH2:16][CH3:17])=[O:18])[n:4][cH:5][cH:6][cH:7]1.[Na+:23].[OH2:25]>>[Cl:1][c:2]1[c:3]([CH2:8][C:9](=[O:10])[O:11][CH2:12][CH3:13])[n:4][cH:5][cH:6][cH:7]1. The reactants are N#N.Cl.COC([C@@H](NS(=O)(=O)C1=CC=CC2=CC=CC=C12)CCCNC(N)=N)=O (N2 (1-naphthalenesulfonyl)-L-arginine methyl ester hydrochloride), COCCN (methoxyethylamine), C(C)OCC (ethyl ether). Solvent: C(C)(=O)O (acetic acid). Run at time 2 day. Yields the product N#N.C(C)(=O)O.C1(=CC=CC2=CC=CC=C12)S(=O)(=O)N[C@@H](CCCNC(N)=N)C(=O)NCCCC (N2 (1-naphthalenesulfonyl)-N-butyl-L-argininamide acetate). The yield is 77.0%. Reaction SMILES: [N:1]#[N:2].Cl.C[O:5][C:6](=[O:29])[C@H:7]([CH2:22][CH2:23][CH2:24][NH:25][C:26](=[NH:28])[NH2:27])[NH:8][S:9]([C:12]1[C:21]2[C:16](=[CH:17][CH:18]=[CH:19][CH:20]=2)[CH:15]=[CH:14][CH:13]=1)(=[O:11])=[O:10].C(O[CH2:33][CH3:34])C.CO[CH2:37][CH2:38][NH2:39]>C(O)(=O)C>[N:1]#[N:2].[C:6]([OH:29])(=[O:5])[CH3:7].[C:12]1([S:9]([NH:8][C@H:7]([C:6]([NH:39][CH2:38][CH2:37][CH2:33][CH3:34])=[O:29])[CH2:22][CH2:23][CH2:24][NH:25][C:26](=[NH:28])[NH2:27])(=[O:10])=[O:11])[C:21]2[C:16](=[CH:17][CH:18]=[CH:19][CH:20]=2)[CH:15]=[CH:14][CH:13]=1 |f:0.1.2,6.7.8|. Reported procedure: A 1.0 gram amount of N2 -(1-naphthalenesulfonyl)-L-arginine methyl ester hydrochloride was dissolved in 2 ml of methoxyethylamine with vigorous agitation. After the resulting solution was allowed to stand at room temperature for 2 days, the methoxyethylamine was removed in vacuo and the residual syrup was washed well with 5 ml of water to obtain a powdery product. And then this powder was dissolved in minimum volume of acetic acid. To this solution ethyl ether was added to precipitate the viscou...